This data is from the Open Reaction Database (ORD), a public repository of structured organic reaction records. The task is: describe an organic reaction: reactants, conditions, products, and yield The reactants are ClCCCBr, CN(C)C=O, [Cl-], [H-], [NH4+], [Na+], O, c1ccc2c(c1)Nc1ccccc1O2. Product: ClCCCN1c2ccccc2Oc2ccccc21. RXN SMILES: [Br:17][CH2:18][CH2:19][CH2:20][Cl:21].[CH3:24][N:25]([CH3:26])[CH:27]=[O:28].[Cl-:22].[H-:15].[NH4+:23].[Na+:16].[OH2:29].[cH:1]1[cH:2][cH:3][cH:4][c:5]2[c:14]1[NH:13][c:12]1[c:7]([cH:8][cH:9][cH:10][cH:11]1)[O:6]2>>[cH:1]1[cH:2][cH:3][cH:4][c:5]2[c:14]1[N:13]([CH2:18][CH2:19][CH2:20][Cl:21])[c:12]1[c:7]([cH:8][cH:9][cH:10][cH:11]1)[O:6]2. Reactants: CN(C)C=O (DMF), FC(C(C(C(F)(F)F)(F)F)(F)F)(S(=O)(=O)OC=1C=C2C(NC(C2=CC1)=O)CC1=CC=CC=C1)F (3-benzyl-1-oxoisoindolin-5-yl 1,1,2,2,3,3,4,4,4-nonafluorobutane-1-sulfonate). Reagents/catalysts: C1(=CC=CC=C1)P([C-]1C=CC=C1)C1=CC=CC=C1.[C-]1(C=CC=C1)P(C1=CC=CC=C1)C1=CC=CC=C1.[Fe+2] (1,1′-bis(diphenylphosphino)ferrocene), C=1C=CC(=CC1)/C=C/C(=O)/C=C/C2=CC=CC=C2.C=1C=CC(=CC1)/C=C/C(=O)/C=C/C2=CC=CC=C2.C=1C=CC(=CC1)/C=C/C(=O)/C=C/C2=CC=CC=C2.[Pd].[Pd] (tris(dibenzylideneacetone)dipalladium(0)), [C-]#N.[Zn+2].[C-]#N (Zinc cyanide), [Zn] (zinc). Run in C(C)(=O)OCC (ethyl acetate). Reaction conditions: temperature 100 celsius. The product is C(C1=CC=CC=C1)C1NC(C2=CC=C(C=C12)C#N)=O (3-Benzyl-1-oxoisoindoline-5-carbonitrile). Yield: 43.0%. As a reaction SMILES: [CH3:1][N:2](C=O)C.FC(F)(S(O[C:22]1[CH:23]=[C:24]2[C:28](=[CH:29][CH:30]=1)[C:27](=[O:31])[NH:26][CH:25]2[CH2:32][C:33]1[CH:38]=[CH:37][CH:36]=[CH:35][CH:34]=1)(=O)=O)C(F)(F)C(F)(F)C(F)(F)F>C(OCC)(=O)C.C1C=CC(/C=C/C(/C=C/C2C=CC=CC=2)=O)=CC=1.C1C=CC(/C=C/C(/C=C/C2C=CC=CC=2)=O)=CC=1.C1C=CC(/C=C/C(/C=C/C2C=CC=CC=2)=O)=CC=1.[Pd].[Pd].C1(P(C2C=CC=CC=2)[C-]2C=CC=C2)C=CC=CC=1.[C-]1(P(C2C=CC=CC=2)C2C=CC=CC=2)C=CC=C1.[Fe+2].[Zn].[C-]#N.[Zn+2].[C-]#N>[CH2:32]([CH:25]1[C:24]2[C:28](=[CH:29][CH:30]=[C:22]([C:1]#[N:2])[CH:23]=2)[C:27](=[O:31])[NH:26]1)[C:33]1[CH:34]=[CH:35][CH:36]=[CH:37][CH:38]=1 |f:3.4.5.6.7,8.9.10,12.13.14|. Procedure details: To a round bottom flask was added 12 mL of DMF. This was degassed with N2 for 10 min and then added 3-benzyl-1-oxoisoindolin-5-yl 1,1,2,2,3,3,4,4,4-nonafluorobutane-1-sulfonate (609 mg, 1.17 mmol), tris(dibenzylideneacetone)dipalladium(0) (214 mg, 0.23 mmol), 1,1′-bis(diphenylphosphino)ferrocene (142 mg, 0.26 mmol) and zinc (30.6 mg, 0.47 mmol) respectively. This was heated up to 100° C. for 15 min under N2, then added Zinc cyanide (82 mg, 0.70 mmol). This was heated at 100° C. for 2.5 hours, LC... Reactants: CS(=O)(=O)c1ccc(C2=CC(=O)C3(CCOCC3)O2)cc1, ClCCl, O=C(OI(OC(=O)C(F)(F)F)c1ccccc1)C(F)(F)F, I. The product is CS(=O)(=O)c1ccc(C2=C(I)C(=O)C3(CCOCC3)O2)cc1. RXN SMILES: [CH3:1][S:2](=[O:3])(=[O:4])[c:5]1[cH:6][cH:7][c:8]([C:11]2=[CH:15][C:14](=[O:16])[C:13]3([O:12]2)[CH2:17][CH2:18][O:19][CH2:20][CH2:21]3)[cH:9][cH:10]1.[Cl:44][CH2:45][Cl:46].[F:22][C:23]([F:24])([F:25])[C:26]([O:28][I:27]([c:29]1[cH:30][cH:31][cH:32][cH:33][cH:34]1)[O:35][C:36](=[O:37])[C:38]([F:39])([F:40])[F:41])=[O:42].[I:43]>>[CH3:1][S:2](=[O:3])(=[O:4])[c:5]1[cH:6][cH:7][c:8]([C:11]2=[C:15]([I:27])[C:14](=[O:16])[C:13]3([O:12]2)[CH2:17][CH2:18][O:19][CH2:20][CH2:21]3)[cH:9][cH:10]1. Reactants: CC(C=C)(CCC=C(CCC=C(COCOC)C)C)O (3,7,11-trimethyl-12-(methoxymethyl)oxy-1,6,10-dodecatrien-3-ol), [Cr](=O)(=O)([O-])Cl.[NH+]1=CC=CC=C1 (pyridinium chlorochromate), CCCCCC (hexane), C(C)(=O)OCC (ethyl acetate). Solvent: ClCCl (dichloromethane), CCOCC (ether). Conditions: time 8 hour. The product is COCOCC(=CCCC(=CCCC(=CC=O)C)C)C (12-(methoxymethyl)oxy-3,7,11-trimethyl-2,6,10-dodecatrienal). The yield is 51.9%. RXN SMILES: [CH3:1][C:2](O)([CH2:5][CH2:6][CH:7]=[C:8]([CH3:19])[CH2:9][CH2:10][CH:11]=[C:12]([CH3:18])[CH2:13][O:14][CH2:15][O:16][CH3:17])[CH:3]=[CH2:4].[Cr](Cl)([O-])(=O)=[O:22].[NH+]1C=CC=CC=1.CCCCCC.C(OCC)(=O)C>ClCCl.CCOCC>[CH3:17][O:16][CH2:15][O:14][CH2:13][C:12]([CH3:18])=[CH:11][CH2:10][CH2:9][C:8]([CH3:19])=[CH:7][CH2:6][CH2:5][C:2]([CH3:1])=[CH:3][CH:4]=[O:22] |f:1.2|. Procedure details: A solution of 3,7,11-trimethyl-12-(methoxymethyl)oxy-1,6,10-dodecatrien-3-ol (460 mg, 1.6 mmol) in dichloromethane (30 ml) was added pyridinium chlorochromate (690 mg, 3.2 mmol), and the mixture was stirred at room temperature for 8 hours. After addition of a mixture of hexane, ethyl acetate, and ether (3:1:1) (100 ml), the mixture was stirred and insoluble materials were filtered. The filtrate was concentrated in vacuo, and the residue was purified with silica gel column chromatography to give ... Starting materials: CCO, N#CNc1ccccc1-c1ccc(F)cc1, OC1CCNCC1. Product: N=C(Nc1ccccc1-c1ccc(F)cc1)N1CCC(O)CC1. RXN SMILES: [CH3:24][CH2:25][OH:26].[F:1][c:2]1[cH:3][cH:4][c:5](-[c:8]2[c:9]([NH:14][C:15]#[N:16])[cH:10][cH:11][cH:12][cH:13]2)[cH:6][cH:7]1.[OH:17][CH:18]1[CH2:19][CH2:20][NH:21][CH2:22][CH2:23]1>>[F:1][c:2]1[cH:3][cH:4][c:5](-[c:8]2[c:9]([NH:14][C:15](=[NH:16])[N:21]3[CH2:20][CH2:19][CH:18]([OH:17])[CH2:23][CH2:22]3)[cH:10][cH:11][cH:12][cH:13]2)[cH:6][cH:7]1. Starting materials: [Br-].C(C1=CC=CC=C1)OC=1C=C(CC2C(CCC3=CC=CC=C23)=[N+]2CCCC2)C=CC1[N+](=O)[O-] (1-[1-(3-benzyloxy-4-nitrobenzyl)-3,4-dihydro-1H-naphthalen-2-ylidene]-pyrrolidinium bromide), O (H2O), C(Cl)(Cl)Cl (CHCl3), CC(=O)O (CH3COOH). Solvent: C(Cl)Cl (CH2Cl2). Product: C(C1=CC=CC=C1)OC=1C=C(CC2C(CCC3=CC=CC=C23)=O)C=CC1[N+](=O)[O-] (1-(3-Benzyloxy-4-nitrobenzyl)-3,4-dihydro-1H-naphthalen-2-one). RXN SMILES: [Br-].[CH2:2]([O:9][C:10]1[CH:11]=[C:12]([CH:29]=[CH:30][C:31]=1[N+:32]([O-:34])=[O:33])[CH2:13][CH:14]1[C:23]2[C:18](=[CH:19][CH:20]=[CH:21][CH:22]=2)[CH2:17][CH2:16][C:15]1=[N+]1CCCC1)[C:3]1[CH:8]=[CH:7][CH:6]=[CH:5][CH:4]=1.O.C(Cl)(Cl)Cl.CC(O)=[O:42]>C(Cl)Cl>[CH2:2]([O:9][C:10]1[CH:11]=[C:12]([CH:29]=[CH:30][C:31]=1[N+:32]([O-:34])=[O:33])[CH2:13][CH:14]1[C:19]2[C:18](=[CH:23][CH:22]=[CH:21][CH:20]=2)[CH2:17][CH2:16][C:15]1=[O:42])[C:3]1[CH:4]=[CH:5][CH:6]=[CH:7][CH:8]=1 |f:0.1|. Reported procedure: A solution of 1-[1-(3-benzyloxy-4-nitrobenzyl)-3,4-dihydro-1H-naphthalen-2-ylidene]-pyrrolidinium bromide (700 mg, 1.59 mmol) in a mixed solvent of 10 mL H2O, 1 mL CHCl3 and 2 mL CH3COOH is stirred at RT for 3 h. The solution is diluted with CH2Cl2 and the organic layer is washed well with water, brine and dried over MgSO4. The solvent is removed under reduced pressure and the residue is purified by flash chromatography using a gradient of 33-50% EtOAc/hexane as eluent to give the title compound... The reactants are ClC=1OC(=CN1)C=1C=C(C=CC1)C=1C(=NC=CC1)OC (3-[3-(2-chloro-oxazol-5-yl)-phenyl]-2-methoxy-pyridine), COC=1C=C(N)C=C(C1)OC (3,5-dimethoxyaniline), Cl (HCl). Solvent: CC(C)O (iPrOH). The product is COC=1C=C(C=C(C1)OC)NC=1OC(=CN1)C=1C=C(C=CC1)C=1C(NC=CC1)=O (3-{3-[2-(3,5-Dimethoxy-phenylamino)-oxazol-5-yl]-phenyl}-1H-pyridin-2-one), product. Isolated yield 33.0%. As a reaction SMILES: Cl[C:2]1[O:3][C:4]([C:7]2[CH:8]=[C:9]([C:13]3[C:14]([O:19]C)=[N:15][CH:16]=[CH:17][CH:18]=3)[CH:10]=[CH:11][CH:12]=2)=[CH:5][N:6]=1.[CH3:21][O:22][C:23]1[CH:24]=[C:25]([CH:27]=[C:28]([O:30][CH3:31])[CH:29]=1)[NH2:26].Cl>CC(O)C>[CH3:31][O:30][C:28]1[CH:27]=[C:25]([NH:26][C:2]2[O:3][C:4]([C:7]3[CH:8]=[C:9]([C:13]4[C:14](=[O:19])[NH:15][CH:16]=[CH:17][CH:18]=4)[CH:10]=[CH:11][CH:12]=3)=[CH:5][N:6]=2)[CH:24]=[C:23]([O:22][CH3:21])[CH:29]=1. Procedure details: 3-{3-[2-(3,5-Dimethoxy-phenylamino)-oxazol-5-yl]-phenyl}-1H-pyridin-2-one 219 was prepared as for intermediate I-f above from 3-[3-(2-chloro-oxazol-5-yl)-phenyl]-2-methoxy-pyridine VI-c (40 mg, 0.150 mmol) with 3,5-dimethoxyaniline (29 mg, 0.190 mmol) and HCl (2M in ether, 120 μL, 0.23 mmol) in iPrOH (4 mL). The crude reaction mixture was evaporated under reduced pressure and the residue treated with a saturated solution of NaHCO3 and EtOAc. A precipitate formed from the biphasic mixture and was... The reactants are [OH-].[Na+] (sodium hydroxide), COC1=C(NCC(=O)OCC)C=CC(=C1)C(=O)C1=C(C(=C2C=CC=CN12)OC)C (ethyl 2-{2-methoxy-4-[(1-methoxy-2-methylindolizin-3-yl)carbonyl]anilino}acetate), COC1=C(NCC(=O)OCC)C=CC(=C1)C(=O)C1=C(C(=C2C=CC=CN12)OC)C (Ethyl 2-{2-methoxy-4-[(1-methoxy-2-methylindolizin-3-yl)carbonyl]anilino}acetate). Solvent: C(C)O (ethanol). Yields the product COC1=C(NCC(=O)O)C=CC(=C1)C(=O)C1=C(C(=C2C=CC=CN12)OC)C (2-{2-Methoxy-4-[(1-methoxy-2-methylindolizin-3-yl)carbonyl]anilino}acetic acid). Reaction SMILES: [OH-].[Na+].[CH3:3][O:4][C:5]1[CH:17]=[C:16]([C:18]([C:20]2[N:28]3[C:23]([CH:24]=[CH:25][CH:26]=[CH:27]3)=[C:22]([O:29][CH3:30])[C:21]=2[CH3:31])=[O:19])[CH:15]=[CH:14][C:6]=1[NH:7][CH2:8][C:9]([O:11]CC)=[O:10]>C(O)C>[CH3:3][O:4][C:5]1[CH:17]=[C:16]([C:18]([C:20]2[N:28]3[C:23]([CH:24]=[CH:25][CH:26]=[CH:27]3)=[C:22]([O:29][CH3:30])[C:21]=2[CH3:31])=[O:19])[CH:15]=[CH:14][C:6]=1[NH:7][CH2:8][C:9]([OH:11])=[O:10] |f:0.1|. Procedure details: 3.15 ml of 1 N sodium hydroxide are added to 1 g (2.52 mmol) of ethyl 2-{2-methoxy-4-[(1-methoxy-2-methylindolizin-3-yl)carbonyl]anilino}acetate, a compound obtained in Example 195, in solution in 10 ml of ethanol, and the medium is stirred at room temperature overnight. The reaction medium is concentrated under reduced pressure. The residue is taken up in water, washed with ethyl ether and separated after settling out. The aqueous phase is neutralized with 1 N hydrochloric acid. The precipitate... Reactants: CC[Si](CC)(CC)OC(CN(C(=O)OC(C)(C)C)C(C)Cc1c[nH]c2c(OCc3ccccc3)cccc12)c1cccnc1, CO, O=P([O-])([O-])[O-]. The product is CC[Si](CC)(CC)OC(CN(C(=O)OC(C)(C)C)C(C)Cc1c[nH]c2c(O)cccc12)c1cccnc1. As a reaction SMILES: [CH2:1]([c:2]1[cH:3][cH:4][cH:5][cH:6][cH:7]1)[O:8][c:9]1[cH:10][cH:11][cH:12][c:13]2[c:14]([CH2:18][CH:19]([CH3:20])[N:21]([C:22]([O:23][C:24]([CH3:25])([CH3:26])[CH3:27])=[O:28])[CH2:29][CH:30]([O:31][Si:32]([CH2:33][CH3:34])([CH2:35][CH3:36])[CH2:37][CH3:38])[c:39]3[cH:40][n:41][cH:42][cH:43][cH:44]3)[cH:15][nH:16][c:17]12.[CH3:50][OH:51].[O-:45][P:46](=[O:47])([O-:48])[O-:49]>>[OH:8][c:9]1[cH:10][cH:11][cH:12][c:13]2[c:14]([CH2:18][CH:19]([CH3:20])[N:21]([C:22]([O:23][C:24]([CH3:25])([CH3:26])[CH3:27])=[O:28])[CH2:29][CH:30]([O:31][Si:32]([CH2:33][CH3:34])([CH2:35][CH3:36])[CH2:37][CH3:38])[c:39]3[cH:40][n:41][cH:42][cH:43][cH:44]3)[cH:15][nH:16][c:17]12. Starting materials: CN(C)C=O, COc1cccc(C(=O)O)c1[N+](=O)[O-], O=C(Cl)C(=O)Cl, ClCCl, Nc1ccc(Cl)cn1, O, c1ccncc1. Yields the product COc1cccc(C(=O)Nc2ccc(Cl)cn2)c1[N+](=O)[O-]. RXN SMILES: [CH3:15][N:16]([CH3:17])[CH:18]=[O:19].[CH3:1][O:2][c:3]1[c:4]([N+:12](=[O:13])[O-:14])[c:5]([C:6](=[O:7])[OH:8])[cH:9][cH:10][cH:11]1.[Cl:20][C:21]([C:22]([Cl:23])=[O:24])=[O:25].[Cl:34][CH2:35][Cl:36].[NH2:26][c:27]1[n:28][cH:29][c:30]([Cl:33])[cH:31][cH:32]1.[OH2:37].[cH:38]1[cH:39][cH:40][n:41][cH:42][cH:43]1>>[CH3:1][O:2][c:3]1[c:4]([N+:12](=[O:13])[O-:14])[c:5]([C:6](=[O:8])[NH:26][c:27]2[n:28][cH:29][c:30]([Cl:33])[cH:31][cH:32]2)[cH:9][cH:10][cH:11]1.